The task is: describe an organic reaction: reactants, conditions, products, and yield. This data is from the Open Reaction Database (ORD), a public repository of structured organic reaction records. Starting materials: CN(C)C(=O)c1cc2cccc(N3CCNCC3)c2o1, CC(=O)O, CCO, C=Cc1cc(C#N)ccn1. Product: CN(C)C(=O)c1cc2cccc(N3CCN(CCc4cc(C#N)ccn4)CC3)c2o1. RXN SMILES: [CH3:11][N:12]([C:13](=[O:14])[c:15]1[o:16][c:17]2[c:18]([cH:19]1)[cH:20][cH:21][cH:22][c:23]2[N:24]1[CH2:25][CH2:26][NH:27][CH2:28][CH2:29]1)[CH3:30].[CH3:31][C:32](=[O:33])[OH:34].[CH3:35][CH2:36][OH:37].[CH:1](=[CH2:2])[c:3]1[cH:4][c:5]([C:6]#[N:7])[cH:8][cH:9][n:10]1>>[CH2:1]([CH2:2][N:27]1[CH2:26][CH2:25][N:24]([c:23]2[c:17]3[o:16][c:15]([C:13]([N:12]([CH3:11])[CH3:30])=[O:14])[cH:19][c:18]3[cH:20][cH:21][cH:22]2)[CH2:29][CH2:28]1)[c:3]1[cH:4][c:5]([C:6]#[N:7])[cH:8][cH:9][n:10]1.